This data is from the Open Reaction Database (ORD), a public repository of structured organic reaction records. The task is: describe an organic reaction: reactants, conditions, products, and yield Starting materials: N1(CCNCC1)C1=C2C(=NC(=NC2=CC=C1)N)N (5-piperazin-1-yl-quinazoline-2,4-diamine), ClC1=C(C(=O)Cl)C=CC=C1 (2-chlorobenzoyl chloride). Product: ClC1=C(C=CC=C1)C(=O)N1CCN(CC1)C1=C2C(=NC(=NC2=CC=C1)N)N ((2-Chloro-phenyl)-[4-(2,4-diamino-quinazolin-5-yl)-piperazin-1-yl]-methanone). Isolated yield 45.0%. Reaction SMILES: [N:1]1([C:7]2[CH:16]=[CH:15][CH:14]=[C:13]3[C:8]=2[C:9]([NH2:18])=[N:10][C:11]([NH2:17])=[N:12]3)[CH2:6][CH2:5][NH:4][CH2:3][CH2:2]1.[Cl:19][C:20]1[CH:28]=[CH:27][CH:26]=[CH:25][C:21]=1[C:22](Cl)=[O:23]>>[Cl:19][C:20]1[CH:28]=[CH:27][CH:26]=[CH:25][C:21]=1[C:22]([N:4]1[CH2:5][CH2:6][N:1]([C:7]2[CH:16]=[CH:15][CH:14]=[C:13]3[C:8]=2[C:9]([NH2:18])=[N:10][C:11]([NH2:17])=[N:12]3)[CH2:2][CH2:3]1)=[O:23]. Reported procedure: Title compound was prepared via Resin Method using 5-piperazin-1-yl-quinazoline-2,4-diamine (50 mg; 0.2 mmol) and 2-chlorobenzoyl chloride (71.8 mg; 0.41 mmol) to obtain 34.1 mg. (45% yield). 1H NMR (500 MHz, DMSO-d6) δ 8.78 (s, 1H), 7.50 (m, 3H), 7.41 (m, 2H), 7.15 (br s, 1H), 6.98 (d, J=8.5 Hz, 1H), 6.86 (d, J=8.0 Hz, 1H), 5.92 (br s, 2H), 4.57 (br s, 1H), 3.45 (m, 2H), 3.02 (m, 3H), 2.78 (m, 2H). ESIMS+384.3 m/z Conditions: time 30 minute. Procedure details: To a cooled (ice-H2O) solution of 7-(8-chloro-3-cyclobutylimidazo[1,5-a]pyrazin-1-yl)-2-phenylquinoline (197 mg, 0.48 mmol) in ClCH2CH2Cl (20 mL) was added mCPBA (97 mg, max 0.43 mmol, max. 77% Aldrich) in one portion. The solution was stirred at the temperature for 30 min and then allowed to warm to rt by removing the cooling bath and stirred at rt (2 h). The reaction mixture was again cooled (ice-H2O) and treated with another portion of mCPBA (107 mg, max 0.48 mmol), stirred for 30 min at the ... The product is ClC=1C=2N(C=CN1)C(=NC2C2=CC=C1C=CC(=[N+](C1=C2)[O-])C2=CC=CC=C2)C2CCC2 (7-(8-chloro-3-cyclobutylimidazo[1,5-a]pyrazin-1-yl)-2-phenylquinoline 1-oxide). The solvent is C(CCl)Cl (ClCH2CH2Cl). The reactants are C1=CC(=CC(=C1)Cl)C(=O)OO (mCPBA), ice H2O, ClC=1C=2N(C=CN1)C(=NC2C2=CC=C1C=CC(=NC1=C2)C2=CC=CC=C2)C2CCC2 (7-(8-chloro-3-cyclobutylimidazo[1,5-a]pyrazin-1-yl)-2-phenylquinoline), C1=CC(=CC(=C1)Cl)C(=O)OO (mCPBA). As a reaction SMILES: [Cl:1][C:2]1[C:3]2[N:4]([C:8]([CH:27]3[CH2:30][CH2:29][CH2:28]3)=[N:9][C:10]=2[C:11]2[CH:20]=[C:19]3[C:14]([CH:15]=[CH:16][C:17]([C:21]4[CH:26]=[CH:25][CH:24]=[CH:23][CH:22]=4)=[N:18]3)=[CH:13][CH:12]=2)[CH:5]=[CH:6][N:7]=1.C1C=C(Cl)C=C(C(OO)=[O:39])C=1>C(Cl)CCl>[Cl:1][C:2]1[C:3]2[N:4]([C:8]([CH:27]3[CH2:30][CH2:29][CH2:28]3)=[N:9][C:10]=2[C:11]2[CH:20]=[C:19]3[C:14]([CH:15]=[CH:16][C:17]([C:21]4[CH:26]=[CH:25][CH:24]=[CH:23][CH:22]=4)=[N+:18]3[O-:39])=[CH:13][CH:12]=2)[CH:5]=[CH:6][N:7]=1. The reactants are FC1=C(C=C(C=C1)F)C1=NN(C(S1)(C1=CC=CC=C1)CCC#N)C([C@H](C)OC)=O (3-(5-(2,5-difluorophenyl)-3-((S)-2-methoxypropanoyl)-2-phenyl-2,3-dihydro-1,3,4-thiadiazol-2-yl)propanenitrile), Cl.C(CC)(N)=N (propanimidamide hydrochloride), N (NH3), solution, Cl (HCl). The solvent is C(C)O (ethanol). Reaction conditions: temperature 0 celsius, time 10 minute. The product is Cl.FC1=C(C=C(C=C1)F)C1=NN(C(S1)(C1=CC=CC=C1)CCC(N)=N)C([C@H](C)OC)=O (3-(5-(2,5-Difluorophenyl)-3-((S)-2-methoxypropanoyl)-2-phenyl-2,3-dihydro-1,3,4-thiadiazol-2-yl)propanimidamide Hydrochloride). Isolated yield 15.0%. RXN SMILES: [ClH:1].[C:2](=[NH:6])([NH2:5])[CH2:3][CH3:4].[F:7][C:8]1[CH:13]=[CH:12][C:11]([F:14])=[CH:10][C:9]=1[C:15]1[S:19][C:18](CCC#N)([C:20]2[CH:25]=[CH:24][CH:23]=[CH:22][CH:21]=2)[N:17]([C:30](=[O:35])[C@@H:31]([O:33][CH3:34])[CH3:32])[N:16]=1.Cl.N>C(O)C>[ClH:1].[F:7][C:8]1[CH:13]=[CH:12][C:11]([F:14])=[CH:10][C:9]=1[C:15]1[S:19][C:18]([CH2:4][CH2:3][C:2](=[NH:5])[NH2:6])([C:20]2[CH:25]=[CH:24][CH:23]=[CH:22][CH:21]=2)[N:17]([C:30](=[O:35])[C@@H:31]([O:33][CH3:34])[CH3:32])[N:16]=1 |f:0.1,6.7|. Procedure: Preparation of 345-(2,5-difluorophenyl)-3-((S)-2-methoxypropanoyl)-2-phenyl-2,3-dihydro-1,3,4-thiadiazol-2-yl)propanimidamide hydrochloride: To a cooled (0° C.) solution of 3-(5-(2,5-difluorophenyl)-3-((S)-2-methoxypropanoyl)-2-phenyl-2,3-dihydro-1,3,4-thiadiazol-2-yl)propanenitrile (0.053 g, 0.13 mmol) in ethanol (0.5 mL) was added a 9.8 M solution of ethanolic HCl (0.5 mL). After stirring at 0° C. for 10 minutes and then at room temperature for 4 hours, the reaction mixture was concentrated un... Starting materials: Cl.C(CC)N(C1CC2=C(C=CC=C2CC1)C(=O)OC)CCC (methyl 2-(dipropylamino)tetralin-8-carboxylate hydrochloride), [OH-].[Na+] (sodium hydroxide), CO (methanol). The solvent is O (water). Product: C(=O)(O)C=1C=CC=C2CCC(CC12)N(CCC)CCC (8-carboxy-2-(dipropylamino)tetralin). Yield: 97.1%. RXN SMILES: Cl.[CH2:2]([N:5]([CH2:20][CH2:21][CH3:22])[CH:6]1[CH2:15][CH2:14][C:13]2[C:8](=[C:9]([C:16]([O:18]C)=[O:17])[CH:10]=[CH:11][CH:12]=2)[CH2:7]1)[CH2:3][CH3:4].[OH-].[Na+].CO>O>[C:16]([C:9]1[CH:10]=[CH:11][CH:12]=[C:13]2[C:8]=1[CH2:7][CH:6]([N:5]([CH2:20][CH2:21][CH3:22])[CH2:2][CH2:3][CH3:4])[CH2:15][CH2:14]2)([OH:18])=[O:17] |f:0.1,2.3|. Procedure details: A solution of methyl 2-(dipropylamino)tetralin-8-carboxylate hydrochloride (1.5 g, 4.6 mmol), sodium hydroxide (736 mg, 18.4 mmol), methanol (25 ml) and water (4 ml) was stirred overnight, The methanol was evaporated. Concentrated hydrochloric acid was added until the pH became about 6. The solution was extracted with chloroform. The organic layer was dried (sodium sulfate) and concentrated to give 1.23 g (97%) of pure 8-carboxy-2-(dipropylamino)tetralin as an oil. The hydrochloride melts at 245... The reactants are C1(=CC=CC=C1)OC(NC=1C(=NC(=C(C1)CC)C)NC)=O (Phenyl-N-(5-ethyl-6-methyl-2-methylaminopyridin-3-yl)carbamate), COC1=C(C=CC=C1)N1CCNCC1 (1-(2-methoxyphenyl)piperazine). Product: C(C)C=1C=C(C(=NC1C)NC)NC(=O)N1CCN(CC1)C1=C(C=CC=C1)OC (1-[(5-ethyl-6-methyl-2-methylaminopyridin-3-yl)aminocarbonyl]-4-(2-methoxyphenyl)piperazine). Yield: 73.0%. As a reaction SMILES: C1(O[C:8](=[O:21])[NH:9][C:10]2[C:11]([NH:19][CH3:20])=[N:12][C:13]([CH3:18])=[C:14]([CH2:16][CH3:17])[CH:15]=2)C=CC=CC=1.[CH3:22][O:23][C:24]1[CH:29]=[CH:28][CH:27]=[CH:26][C:25]=1[N:30]1[CH2:35][CH2:34][NH:33][CH2:32][CH2:31]1>>[CH2:16]([C:14]1[CH:15]=[C:10]([NH:9][C:8]([N:33]2[CH2:32][CH2:31][N:30]([C:25]3[CH:26]=[CH:27][CH:28]=[CH:29][C:24]=3[O:23][CH3:22])[CH2:35][CH2:34]2)=[O:21])[C:11]([NH:19][CH3:20])=[N:12][C:13]=1[CH3:18])[CH3:17]. Reported procedure: Phenyl-N-(5-ethyl-6-methyl-2-methylaminopyridin-3-yl)carbamate and 1-(2-methoxyphenyl)piperazine were reacted by the same way with the example 1 to obtain the titled compound. Yields the product C(C1=CC=CC=C1)N1C=NC=C1C(=CCCC1=CC=CC=C1)C1=CC=C(C=C1)C#N (1-benzyl-5-[1-(4-cyanophenyl)-4-phenyl-1-butenyl]-1H-imidazole). Run in S(=O)(Cl)Cl (thionyl chloride). The reactants are C(C1=CC=CC=C1)N1C=NC=C1C(CCCC1=CC=CC=C1)(C1=CC=C(C=C1)C(=O)NC(C)(C)C)O (1-benzyl-5-[1-hydroxy-4-phenyl-1-(4-tert-butylaminocarbonylphenyl)butyl]-1H-imidazole). As a reaction SMILES: [CH2:1]([N:8]1[C:12]([C:13](O)([C:23]2[CH:28]=[CH:27][C:26]([C:29]([NH:31]C(C)(C)C)=O)=[CH:25][CH:24]=2)[CH2:14][CH2:15][CH2:16][C:17]2[CH:22]=[CH:21][CH:20]=[CH:19][CH:18]=2)=[CH:11][N:10]=[CH:9]1)[C:2]1[CH:7]=[CH:6][CH:5]=[CH:4][CH:3]=1>S(Cl)(Cl)=O>[CH2:1]([N:8]1[C:12]([C:13]([C:23]2[CH:28]=[CH:27][C:26]([C:29]#[N:31])=[CH:25][CH:24]=2)=[CH:14][CH2:15][CH2:16][C:17]2[CH:18]=[CH:19][CH:20]=[CH:21][CH:22]=2)=[CH:11][N:10]=[CH:9]1)[C:2]1[CH:3]=[CH:4][CH:5]=[CH:6][CH:7]=1. Reported procedure: 1,95 g of 1-benzyl-5-[1-hydroxy-4-phenyl-1-(4-tert-butylaminocarbonylphenyl)butyl]-1H-imidazole is refluxed 2 hours in 40 ml of thionyl chloride.